From a dataset of the Open Reaction Database (ORD), a public repository of structured organic reaction records. describe an organic reaction: reactants, conditions, products, and yield Starting materials: CC(Cl)=CCCC(=O)O, C=[N+]=[N-]. The product is COC(=O)CCC=C(C)Cl. RXN SMILES: [Cl:1][C:2](=[CH:3][CH2:4][CH2:5][C:6](=[O:7])[OH:8])[CH3:9].[N+:10](=[N-:11])=[CH2:12]>>[Cl:1][C:2](=[CH:3][CH2:4][CH2:5][C:6]([O:7][CH3:12])=[O:8])[CH3:9]. The reactants are CSC1=CC(C(O[SiH](c2ccccc2)c2ccccc2)C(C)(C)C)C1C(O[SiH](c1ccccc1)c1ccccc1)C(C)(C)C, CC(C)=O, [Cl-], O=P([O-])([O-])[O-], CN(C)C=O, O. The product is CC(C)(C)C(O[SiH](c1ccccc1)c1ccccc1)C1CC(=O)C1C(O[SiH](c1ccccc1)c1ccccc1)C(C)(C)C. Reaction SMILES: [C:6]([CH3:7])([CH3:8])([CH3:9])[CH:10]([CH:11]1[CH:12]=[C:13]([S:34][CH3:35])[CH:14]1[CH:15]([O:16][SiH:17]([c:18]1[cH:19][cH:20][cH:21][cH:22][cH:23]1)[c:24]1[cH:25][cH:26][cH:27][cH:28][cH:29]1)[C:30]([CH3:31])([CH3:32])[CH3:33])[O:36][SiH:37]([c:38]1[cH:39][cH:40][cH:41][cH:42][cH:43]1)[c:44]1[cH:45][cH:46][cH:47][cH:48][cH:49]1.[CH3:2][C:3]([CH3:4])=[O:5].[Cl-:1].[O-:50][P:51](=[O:52])([O-:53])[O-:54].[O:55]=[CH:56][N:57]([CH3:58])[CH3:59].[OH2:60]>>[O:5]=[C:13]1[CH2:12][CH:11]([CH:10]([C:6]([CH3:7])([CH3:8])[CH3:9])[O:36][SiH:37]([c:38]2[cH:39][cH:40][cH:41][cH:42][cH:43]2)[c:44]2[cH:45][cH:46][cH:47][cH:48][cH:49]2)[CH:14]1[CH:15]([O:16][SiH:17]([c:18]1[cH:19][cH:20][cH:21][cH:22][cH:23]1)[c:24]1[cH:25][cH:26][cH:27][cH:28][cH:29]1)[C:30]([CH3:31])([CH3:32])[CH3:33].